Task: describe an organic reaction: reactants, conditions, products, and yield. Dataset: the Open Reaction Database (ORD), a public repository of structured organic reaction records Reactants: O=C(O)CCCNS(=O)(=O)c1ccc2ccccc2c1, c1cc(N2CCNCC2)ccn1. The product is O=C(CCCNS(=O)(=O)c1ccc2ccccc2c1)N1CCN(c2ccncc2)CC1. As a reaction SMILES: [cH:1]1[c:2]([S:11](=[O:12])(=[O:13])[NH:14][CH2:15][CH2:16][CH2:17][C:18](=[O:19])[OH:20])[cH:3][cH:4][c:5]2[cH:6][cH:7][cH:8][cH:9][c:10]12.[n:21]1[cH:22][cH:23][c:24]([N:27]2[CH2:28][CH2:29][NH:30][CH2:31][CH2:32]2)[cH:25][cH:26]1>>[cH:1]1[c:2]([S:11](=[O:12])(=[O:13])[NH:14][CH2:15][CH2:16][CH2:17][C:18](=[O:20])[N:30]2[CH2:29][CH2:28][N:27]([c:24]3[cH:23][cH:22][n:21][cH:26][cH:25]3)[CH2:32][CH2:31]2)[cH:3][cH:4][c:5]2[cH:6][cH:7][cH:8][cH:9][c:10]12. Reactants: [N+](=O)([O-])C1=C2C=COC(C2=CC=C1)=O (5-nitro-isochromen-1-one), C(C1=CC=CC=C1)N (benzylamine). The solvent is C(C)OCC (diethyl ether). Run at temperature 80 celsius. Product: C(C1=CC=CC=C1)N1C(C2=CC=CC(=C2C=C1)[N+](=O)[O-])=O (2-benzyl-5-nitro-2H-isoquinolin-1-one). RXN SMILES: [N+:1]([C:4]1[CH:13]=[CH:12][CH:11]=[C:10]2[C:5]=1[CH:6]=[CH:7]O[C:9]2=[O:14])([O-:3])=[O:2].[CH2:15]([NH2:22])[C:16]1[CH:21]=[CH:20][CH:19]=[CH:18][CH:17]=1>C(OCC)C>[CH2:15]([N:22]1[CH:7]=[CH:6][C:5]2[C:10](=[CH:11][CH:12]=[CH:13][C:4]=2[N+:1]([O-:3])=[O:2])[C:9]1=[O:14])[C:16]1[CH:21]=[CH:20][CH:19]=[CH:18][CH:17]=1. Reported procedure: 5-Nitro-isochromen-1-one (1.0 g, 5.23 mmol) from step 2 was dissolved in excess benzylamine (5 mL) and heated to 80° C. for 4 hours. The mixture was then diluted in diethyl ether and washed several times with (0.5 N) HCl. The organic layer was concentrated in vacuo to give 2-benzyl-5-nitro-2H-isoquinolin-1-one as a yellow solid.